describe an organic reaction: reactants, conditions, products, and yield From a dataset of the Open Reaction Database (ORD), a public repository of structured organic reaction records. Reactants: [Cl-].[K+].[Pt+2].[Cl-].[Cl-] (platinum (II) potassium chloride), NC1CNCC1 ((3RS)-3-aminopyrrolidine). The solvent is O (water). Run at time 19 hour. Yields the product [Pt+2].Cl[C@@H]1N(CC[C@@H]1N)Cl (cis-dichloro-(3RS)-3-aminopyrrolidine platinum (II)). The yield is 67.9%. As a reaction SMILES: [Cl-:1].[K+].[Pt+2:3].[Cl-:4].[Cl-].[NH2:6][CH:7]1[CH2:11][CH2:10][NH:9][CH2:8]1>O>[Pt+2:3].[Cl:1][C@H:8]1[C@@H:7]([NH2:6])[CH2:11][CH2:10][N:9]1[Cl:4] |f:0.1.2.3.4,7.8|. Reported procedure: To a solution of platinum (II) potassium chloride (12.2 g) in water (800 ml) is added (3RS)-3-aminopyrrolidine (2.5 g), and the mixture is stirred at room temperature for 19 hours. The precipitated solid is removed by filtration, and the filtrate is concentrated under reduced pressure. To the residue is added a small amount of water, and the resulting crystals are separated by filtration and washed with water and acetone to give cis-dichloro-(3RS)-3-aminopyrrolidine platinum (II) (6.9 g) as pale... The reactants are C=C(C)C1CCC(CO)CC1, CC(=O)OC(C)=O, c1ccncc1. The product is C=C(C)C1CCC(COC(C)=O)CC1. RXN SMILES: [C:1](=[CH2:2])([CH3:3])[CH:4]1[CH2:5][CH2:6][CH:7]([CH2:10][OH:11])[CH2:8][CH2:9]1.[CH3:12][C:13](=[O:14])[O:15][C:16](=[O:17])[CH3:18].[cH:19]1[cH:20][cH:21][n:22][cH:23][cH:24]1>>[C:1](=[CH2:2])([CH3:3])[CH:4]1[CH2:5][CH2:6][CH:7]([CH2:10][O:11][C:13]([CH3:12])=[O:14])[CH2:8][CH2:9]1. The reactants are CCCC(CCCCCCCC)O (4-dodecanol), CC(CCCCCCCCCCCC)O (2-tetradecanol), CCCCC(CCCCCCC)O (5-dodecanol), CCCCCC(CCCCCC)O (6-dodecanol). Product: CCC(CCCCCCCCC)O (3-dodecanol). RXN SMILES: C[CH2:2][CH2:3][CH:4]([OH:13])[CH2:5][CH2:6][CH2:7][CH2:8][CH2:9][CH2:10][CH2:11][CH3:12].[CH3:14]CCCC(O)CCCCCCC.CCCCCC(O)CCCCCC.CC(O)CCCCCCCCCCCC>>[CH3:2][CH2:3][CH:4]([OH:13])[CH2:5][CH2:6][CH2:7][CH2:8][CH2:9][CH2:10][CH2:11][CH2:12][CH3:14]. Procedure details: 4-dodecanol; 5-dodecanol; 6-dodecanol; 2-tetradecanol; Starting materials: BrC=1C=C2C(=NC1)C(CN2)(C)C (6-bromo-3,3-dimethyl-2,3-dihydro-1H-pyrrolo[3,2-b]pyridine), Cl (HCl), O1CCOCC1 (1,4-dioxane), ClC1=C(C(=NC2=CC(=CC=C12)F)C1=NC=CC=C1)C (4-chloro-7-fluoro-3-methyl-2-(pyridin-2-yl)quinoline), solution. Run in CN1CCCC1=O (NMP). Run at temperature 150 celsius. The product is BrC=1C=C2C(=NC1)C(CN2C2=C(C(=NC1=CC(=CC=C21)F)C2=NC=CC=C2)C)(C)C (4-(6-Bromo-3,3-dimethyl-2,3-dihydro-1H-pyrrolo[3,2-b]pyridin-1-yl)-7-fluoro-3-methyl-2-(pyridin-2-yl)quinoline). Reaction SMILES: [Br:1][C:2]1[CH:3]=[C:4]2[NH:10][CH2:9][C:8]([CH3:12])([CH3:11])[C:5]2=[N:6][CH:7]=1.Cl[C:14]1[C:23]2[C:18](=[CH:19][C:20]([F:24])=[CH:21][CH:22]=2)[N:17]=[C:16]([C:25]2[CH:30]=[CH:29][CH:28]=[CH:27][N:26]=2)[C:15]=1[CH3:31].Cl.O1CCOCC1>CN1C(=O)CCC1>[Br:1][C:2]1[CH:3]=[C:4]2[N:10]([C:14]3[C:23]4[C:18](=[CH:19][C:20]([F:24])=[CH:21][CH:22]=4)[N:17]=[C:16]([C:25]4[CH:30]=[CH:29][CH:28]=[CH:27][N:26]=4)[C:15]=3[CH3:31])[CH2:9][C:8]([CH3:12])([CH3:11])[C:5]2=[N:6][CH:7]=1. Procedure: Prepared according to procedure L using 6-bromo-3,3-dimethyl-2,3-dihydro-1H-pyrrolo[3,2-b]pyridine (200 mg, 0.88 mmol), 4-chloro-7-fluoro-3-methyl-2-(pyridin-2-yl)quinoline (240 mg, 0.88 mmol) and 4.0M solution of HCl in 1,4-dioxane (0.22 mL, 0.88 mmol) in NMP (1.0 mL) and heating at 150° C. for 3 h in the microwave. After purification 4-(6-bromo-3,3-dimethyl-2,3-dihydro-1H-pyrrolo[3,2-b]pyridin-1-yl)-7-fluoro-3-methyl-2-(pyridin-2-yl)quinoline was obtained as a yellow film. Mass Spectrum (ESI) ... Starting materials: CC(C)CCON=O, Nc1c2c(nn1-c1c(Cl)cc(C(F)(F)F)cc1Cl)CSC2, CN(C)C=O. Yields the product FC(F)(F)c1cc(Cl)c(-n2cc3c(n2)CSC3)c(Cl)c1. As a reaction SMILES: [CH3:22][CH:23]([CH2:24][CH2:25][O:26][N:27]=[O:28])[CH3:29].[Cl:1][c:2]1[c:3](-[n:13]2[n:14][c:15]3[c:16]([c:17]2[NH2:18])[CH2:19][S:20][CH2:21]3)[c:4]([Cl:12])[cH:5][c:6]([C:8]([F:9])([F:10])[F:11])[cH:7]1.[O:30]=[CH:31][N:32]([CH3:33])[CH3:34]>>[Cl:1][c:2]1[c:3](-[n:13]2[n:14][c:15]3[c:16]([cH:17]2)[CH2:19][S:20][CH2:21]3)[c:4]([Cl:12])[cH:5][c:6]([C:8]([F:9])([F:10])[F:11])[cH:7]1. Reactants: C(O)([O-])=O.[Na+] (sodium hydrogen-carbonate), S1C(=CC=C1)C(COCCN(C)C)O (1-(2-thienyl)-2-[2-(N,N-dimethylamino)ethoxy]ethanol), C(C)(=O)OC(C)=O (acetic anhydride), [OH-].[Na+] (sodium hydroxide), [N+](=O)(O)[O-] (nitric acid), C(C)(=O)OC(C)=O (acetic anhydride), [OH-].[Na+] (sodium hydroxide). Run in C(Cl)(Cl)Cl (chloroform). Conditions: time 2 hour. Product: [N+](=O)([O-])C1=CC=C(S1)C(COCCN(C)C)OC(C)=O (1-(5-nitro-2-thienyl)-1-acetoxy-2-[2-(N,N-dimethylamino)ethoxy]ethane). As a reaction SMILES: [S:1]1[CH:5]=[CH:4][CH:3]=[C:2]1[CH:6]([OH:14])[CH2:7][O:8][CH2:9][CH2:10][N:11]([CH3:13])[CH3:12].[C:15]([O:18]C(=O)C)(=O)[CH3:16].[N+:22]([O-])([OH:24])=[O:23].C(=O)([O-])O.[Na+].[OH-].[Na+]>C(Cl)(Cl)Cl>[N+:22]([C:5]1[S:1][C:2]([CH:6]([O:14][C:15](=[O:18])[CH3:16])[CH2:7][O:8][CH2:9][CH2:10][N:11]([CH3:12])[CH3:13])=[CH:3][CH:4]=1)([O-:24])=[O:23] |f:3.4,5.6|. Procedure: A mixture of 9.2 g of 1-(2-thienyl)-2-[2-(N,N-dimethylamino)ethoxy]ethanol and 18 ml of acetic anhydride was refluxed for 10 minutes. The reaction mixture was dropwise added to a mixture of 7.8 ml of concentrated nitric acid and 27 ml of acetic anhydride at 0° C. in 30 minutes. The resulting mixture was stirred at the same temperature for 2 hours. The reaction mixture was added to a saturated aqueous sodium hydrogen-carbonate solution with the pH of the resulting mixture having been adjusted to ... Starting materials: OC(C(=O)O)C12CC3CC(CC(C1)C3)C2 (a-Hydroxytricyclo[3.3.1.13,7]decane-1-acetic acid), C(C)(=O)Cl (acetyl chloride). Run in CO (methanol). Product: OC(C(=O)OC)C12CC3CC(CC(C1)C3)C2 (a-hydroxytricyclo[3.3.1.13,7]decane-1-acetic acid, methyl ester). As a reaction SMILES: [OH:1][CH:2]([C:6]12[CH2:15][CH:10]3[CH2:11][CH:12]([CH2:14][CH:8]([CH2:9]3)[CH2:7]1)[CH2:13]2)[C:3]([OH:5])=[O:4].[C:16](Cl)(=O)C>CO>[OH:1][CH:2]([C:6]12[CH2:15][CH:10]3[CH2:11][CH:12]([CH2:14][CH:8]([CH2:9]3)[CH2:7]1)[CH2:13]2)[C:3]([O:5][CH3:16])=[O:4]. Procedure details: As shown in Scheme IV, in this method, adamantyl bromide (Formula A) is alkylated via zinc chloride catalysis to produce <a-hydroxytricyclo[3.3.1.13,7]decane-1-acetic acid (Formula B). <a-Hydroxytricyclo[3.3.1.13,7]decane-1-acetic acid (Formula B) is then esterified using acetyl chloride in methanol to produce <a-hydroxytricyclo[3.3.1.13,7]decane-1-acetic acid, methyl ester (Formula C). <a-Hydroxytricyclo[3.3.1.13,7]decane-1-acetic acid, methyl ester (Formula C) is then converted to <a-oxotricyc... Starting materials: Cl.C(C)N=C=NCCCN(C)C (1-ethyl-3-(3-dimethylaminopropyl)carbodiimide hydrochloride), COC1=C(C(=O)O)C=CC=C1OC (2,3-dimethoxybenzoic acid), C(CCCCCC)N (heptylamine). The reagents and catalysts are CN(C)C=1C=CN=CC1 (DMAP). The solvent is C(Cl)Cl (methylene chloride). Conditions: time 8 hour. The product is C(CCCCCC)NC(C1=C(C(=CC=C1)OC)OC)=O (N-Heptyl-2,3-dimethoxybenzamide). Isolated yield 97.5%. As a reaction SMILES: [CH3:1][O:2][C:3]1[C:11]([O:12][CH3:13])=[CH:10][CH:9]=[CH:8][C:4]=1[C:5]([OH:7])=O.[CH2:14]([NH2:21])[CH2:15][CH2:16][CH2:17][CH2:18][CH2:19][CH3:20].Cl.C(N=C=NCCCN(C)C)C>C(Cl)Cl.CN(C1C=CN=CC=1)C>[CH2:14]([NH:21][C:5](=[O:7])[C:4]1[CH:8]=[CH:9][CH:10]=[C:11]([O:12][CH3:13])[C:3]=1[O:2][CH3:1])[CH2:15][CH2:16][CH2:17][CH2:18][CH2:19][CH3:20] |f:2.3|. Reported procedure: To a solution of 2,3-dimethoxybenzoic acid (4.55 g, 25.0 mmol) in methylene chloride (250 mL) were added heptylamine (2.78 g, 27.5 mmol) and DMAP (3.36 g, 27.5 mmol) followed by 1-ethyl-3-(3-dimethylaminopropyl)carbodiimide hydrochloride (5.27 g, 27.5 mmol) and the reaction mixture was stirred at room temperature overnight. The resulting solution was washed with 5% HCl (3×100 mL), saturated aqueous NaHCO3 (100 mL), and brine (100 mL) and dried over MgSO4. Concentration in vacuo afforded 6.81 g (... The reactants are ClS(=O)(=O)C=1C=CC2=C(CC(O2)(C)C)C1 (5-chlorosulfonyl-2,3-dihydro-2,2-dimethylbenzofuran), [OH-].[NH4+] (ammonium hydroxide). Run in O1CCCC1 (tetrahydrofuran). Yields the product NS(=O)(=O)C=1C=CC2=C(CC(O2)(C)C)C1 (5-aminosulfonyl-2,3-dihydro-2,2-dimethylbenzofuran). As a reaction SMILES: Cl[S:2]([C:5]1[CH:6]=[CH:7][C:8]2[O:12][C:11]([CH3:14])([CH3:13])[CH2:10][C:9]=2[CH:15]=1)(=[O:4])=[O:3].[OH-].[NH4+:17]>O1CCCC1>[NH2:17][S:2]([C:5]1[CH:6]=[CH:7][C:8]2[O:12][C:11]([CH3:14])([CH3:13])[CH2:10][C:9]=2[CH:15]=1)(=[O:4])=[O:3] |f:1.2|. Procedure details: In a manner similar to Step B of Example 9, the reaction of 9.0 g (0.036 mole) of 5-chlorosulfonyl-2,3-dihydro-2,2-dimethylbenzofuran with 60 mL of an aqueous 29% ammonium hydroxide solution in 70 mL of tetrahydrofuran produced 8.0 g of 5-aminosulfonyl-2,3-dihydro-2,2-dimethylbenzofuran as a solid (mp 157°-160° C.).